Dataset: the Open Reaction Database (ORD), a public repository of structured organic reaction records. Task: describe an organic reaction: reactants, conditions, products, and yield The reactants are N#CC1(NC(=O)C2CC(S(=O)(=O)c3ccc(F)cc3C(F)(F)F)CC2C(=O)N2CC(F)(F)C2)CC1, O=C([O-])[O-], CN(C)C=O, [Cs+], [Cs+], OC1COC1. Yields the product N#CC1(NC(=O)C2CC(S(=O)(=O)c3ccc(OC4COC4)cc3C(F)(F)F)CC2C(=O)N2CC(F)(F)C2)CC1. RXN SMILES: [C:1](#[N:2])[C:3]1([NH:6][C:7](=[O:8])[CH:9]2[CH:10]([C:28](=[O:29])[N:30]3[CH2:31][C:32]([F:34])([F:35])[CH2:33]3)[CH2:11][CH:12]([S:14](=[O:15])(=[O:16])[c:17]3[c:18]([C:24]([F:25])([F:26])[F:27])[cH:19][c:20]([F:23])[cH:21][cH:22]3)[CH2:13]2)[CH2:4][CH2:5]1.[C:36](=[O:37])([O-:38])[O-:39].[CH3:47][N:48]([CH3:49])[CH:50]=[O:51].[Cs+:40].[Cs+:41].[OH:42][CH:43]1[CH2:44][O:45][CH2:46]1>>[C:1](#[N:2])[C:3]1([NH:6][C:7](=[O:8])[CH:9]2[CH:10]([C:28](=[O:29])[N:30]3[CH2:31][C:32]([F:34])([F:35])[CH2:33]3)[CH2:11][CH:12]([S:14](=[O:15])(=[O:16])[c:17]3[c:18]([C:24]([F:25])([F:26])[F:27])[cH:19][c:20]([O:42][CH:43]4[CH2:44][O:45][CH2:46]4)[cH:21][cH:22]3)[CH2:13]2)[CH2:4][CH2:5]1. The yield is 7.8%. Reaction SMILES: [CH2:1]([S:3]([N:6]1[CH2:11][CH2:10][CH:9]([C:12]2[C:20]3[C:15](=[C:16]([C:29]([NH2:31])=[O:30])[CH:17]=[C:18]([C:21]4[CH:26]=[CH:25][CH:24]=[C:23]([CH:27]=O)[CH:22]=4)[CH:19]=3)[NH:14][CH:13]=2)[CH2:8][CH2:7]1)(=[O:5])=[O:4])[CH3:2].[NH2:32][CH:33]([CH3:36])[CH2:34][OH:35].[BH-](OC(C)=O)(OC(C)=O)OC(C)=O.[Na+]>>[CH2:1]([S:3]([N:6]1[CH2:7][CH2:8][CH:9]([C:12]2[C:20]3[C:15](=[C:16]([C:29]([NH2:31])=[O:30])[CH:17]=[C:18]([C:21]4[CH:26]=[CH:25][CH:24]=[C:23]([CH2:27][NH:32][CH:33]([CH3:36])[CH2:34][OH:35])[CH:22]=4)[CH:19]=3)[NH:14][CH:13]=2)[CH2:10][CH2:11]1)(=[O:5])=[O:4])[CH3:2] |f:2.3|. Procedure: Following the general procedure of example 16, 3-[1-(ethylsulfonyl)-4-piperidinyl]-5-(3-formylphenyl)-1H-indole-7-carboxamide (50 mg, 0.114 mmol), 2-amino-1-propanol (6.5 mg, 0.087 mmol) and NaBH(OAc)3 (58 mg, 0.261 mmol) were reacted to give the title compound (3.4 mg, 6.0%). The reactants are C(C)S(=O)(=O)N1CCC(CC1)C1=CNC2=C(C=C(C=C12)C1=CC(=CC=C1)C=O)C(=O)N (3-[1-(ethylsulfonyl)-4-piperidinyl]-5-(3-formylphenyl)-1H-indole-7-carboxamide), NC(CO)C (2-amino-1-propanol), [BH-](OC(=O)C)(OC(=O)C)OC(=O)C.[Na+] (NaBH(OAc)3). Product: C(C)S(=O)(=O)N1CCC(CC1)C1=CNC2=C(C=C(C=C12)C1=CC(=CC=C1)CNC(CO)C)C(=O)N (3-[1-(ethylsulfonyl)-4-piperidinyl]-5-(3-{[(2-hydroxy-1-methylethyl)amino]methyl}phenyl)-1H-indole-7-carboxamide). Starting materials: C(C1=CC=CC=C1)(=O)O[C@H]1[C@@H]([C@@H]2[C@@H](OC(C2)=O)C1)\C=C\C(COC1=CC=CC=C1)=O ((3aR,4R,5R,6aS)-2-Oxo-4-((E)-3-oxo-4-phenoxybut-1-enyl)hexahydro-2H-cyclopenta[b]furan-5-yl benzoate). Reagents/catalysts: [Pd] (Pd/C). The solvent is C(C)(=O)OCC (ethyl acetate). Yields the product C(C1=CC=CC=C1)(=O)O[C@H]1[C@@H]([C@@H]2[C@@H](OC(C2)=O)C1)CCC(COC1=CC=CC=C1)=O ((3aR,4R,5R,6aS)-2-oxo-4-(3-oxo-4-phenoxybutyl)hexahydro-2H-cyclopenta[b]furan-5-yl benzoate). Reaction SMILES: [C:1]([O:9][C@@H:10]1[CH2:18][C@@H:13]2[O:14][C:15](=[O:17])[CH2:16][C@@H:12]2[C@H:11]1/[CH:19]=[CH:20]/[C:21](=[O:30])[CH2:22][O:23][C:24]1[CH:29]=[CH:28][CH:27]=[CH:26][CH:25]=1)(=[O:8])[C:2]1[CH:7]=[CH:6][CH:5]=[CH:4][CH:3]=1>C(OCC)(=O)C.[Pd]>[C:1]([O:9][C@@H:10]1[CH2:18][C@@H:13]2[O:14][C:15](=[O:17])[CH2:16][C@@H:12]2[C@H:11]1[CH2:19][CH2:20][C:21](=[O:30])[CH2:22][O:23][C:24]1[CH:25]=[CH:26][CH:27]=[CH:28][CH:29]=1)(=[O:8])[C:2]1[CH:7]=[CH:6][CH:5]=[CH:4][CH:3]=1. Reported procedure: (3aR,4R,5R,6aS)-2-Oxo-4-((E)-3-oxo-4-phenoxybut-1-enyl)hexahydro-2H-cyclopenta[b]furan-5-yl benzoate, prepared in Step A, is dissolved in ethyl acetate and 10% Pd/C is added to the solution under a nitrogen atmosphere. The solution is flushed with hydrogen gas and subsequently stirred under a hydrogen atmosphere until starting material is consumed as judged by TLC. The crude reaction mixture is filtered through Celite and the solvent is removed under reduced pressure. The crude product is purifi... Procedure details: A solution of trimethylsilylazide (0.58 g) and ethyl cyanoformate (0.5 g) in dry benzene (20 ml) was heated at reflux for 48 hours. The solution was allowed to stand at room temperature for 4 days, and the resulting white solid was filtered off to give ethyl tetrazole-5-carboxylate (0.3 g), m.p. 88°-93° C. Solvent: C1=CC=CC=C1 (benzene). Reaction conditions: time 4 day. Isolated yield 41.9%. As a reaction SMILES: C[Si]([N:5]=[N+:6]=[N-:7])(C)C.[C:8]([C:10]([O:12][CH2:13][CH3:14])=[O:11])#[N:9]>C1C=CC=CC=1>[NH:5]1[C:8]([C:10]([O:12][CH2:13][CH3:14])=[O:11])=[N:9][N:7]=[N:6]1. The reactants are C[Si](C)(C)N=[N+]=[N-] (trimethylsilylazide), C(#N)C(=O)OCC (ethyl cyanoformate). Product: N1N=NN=C1C(=O)OCC (ethyl tetrazole-5-carboxylate). The reactants are Cl.Cl.NC1=CC(=C(C(=O)NCC2CCNCC2)C=C1Cl)OC (4-Amino-5-chloro-2-methoxy-N-(piperidin-4-ylmethyl)benzamide dihydrochloride), C([O-])([O-])=O.[K+].[K+] (potassium carbonate), C(C1=CC=CC=C1)SCCCCCCl (5-benzylthiopentyl chloride). The product is NC1=CC(=C(C(=O)NCC2CCN(CC2)CCCCCSCC2=CC=CC=C2)C=C1Cl)OC (4-amino-N-((1-(5-benzylthiopentyl)piperidin-4-yl)methyl)-5-chloro-2-methoxybenzamide). Isolated yield 28.7%. Reaction SMILES: Cl.Cl.[NH2:3][C:4]1[C:19]([Cl:20])=[CH:18][C:7]([C:8]([NH:10][CH2:11][CH:12]2[CH2:17][CH2:16][NH:15][CH2:14][CH2:13]2)=[O:9])=[C:6]([O:21][CH3:22])[CH:5]=1.C(=O)([O-])[O-].[K+].[K+].[CH2:29]([S:36][CH2:37][CH2:38][CH2:39][CH2:40][CH2:41]Cl)[C:30]1[CH:35]=[CH:34][CH:33]=[CH:32][CH:31]=1>>[NH2:3][C:4]1[C:19]([Cl:20])=[CH:18][C:7]([C:8]([NH:10][CH2:11][CH:12]2[CH2:13][CH2:14][N:15]([CH2:41][CH2:40][CH2:39][CH2:38][CH2:37][S:36][CH2:29][C:30]3[CH:35]=[CH:34][CH:33]=[CH:32][CH:31]=3)[CH2:16][CH2:17]2)=[O:9])=[C:6]([O:21][CH3:22])[CH:5]=1 |f:0.1.2,3.4.5|. Procedure details: 4-Amino-5-chloro-2-methoxy-N-(piperidin-4-ylmethyl)benzamide dihydrochloride (1.5 g) as starting compound, potassium carbonate (2.2 g) and 5-benzylthiopentyl chloride (1.4 g) were reacted and treated in the same manner as in Example 168 to give 0.57 g of 4-amino-N-((1-(5-benzylthiopentyl)piperidin-4-yl)methyl)-5-chloro-2-methoxybenzamide.